Dataset: the Open Reaction Database (ORD), a public repository of structured organic reaction records. Task: describe an organic reaction: reactants, conditions, products, and yield Reaction SMILES: [CH2:1]([S:17](Cl)(=[O:19])=[O:18])[CH2:2][CH2:3][CH2:4][CH2:5][CH2:6][CH2:7][CH2:8][CH2:9][CH2:10][CH2:11][CH2:12][CH2:13][CH2:14][CH2:15][CH3:16].O.NN>CO>[CH2:1]([S:17]([OH:19])=[O:18])[CH2:2][CH2:3][CH2:4][CH2:5][CH2:6][CH2:7][CH2:8][CH2:9][CH2:10][CH2:11][CH2:12][CH2:13][CH2:14][CH2:15][CH3:16] |f:1.2|. Solvent: CO (methanol). Procedure details: 200 g of cetyl sulphonic acid chloride are introduced at room temperature into 87 ml of hydrazine hydrate in 600 ml of methanol. The sulphonic acid hydrazide precipitates and may be separated by suction filtration. The residue is then introduced into a solution of 48 g of NaOH in 1,500 ml of water and 1,000 ml of methanol and slowly heated to boiling with stirring. The solvent is slowly distilled off and the temperature is maintained at 90° to 95° C. for about 4 hours. The sodium salt of cetyl s... Yields the product C(CCCCCCCCCCCCCCC)S(=O)O (Cetyl sulphinic acid). The reactants are C(CCCCCCCCCCCCCCC)S(=O)(=O)Cl (cetyl sulphonic acid chloride), O.NN (hydrazine hydrate). Starting materials: [I-].[Na+] (sodium iodide), [N+](=O)([O-])C1=CC=C(C(=O)NC=2C=NC=CC2)C=C1 (4-nitro-N-(3-pyridyl)benzamide), [H-].[Na+] (sodium hydride), ClCCN1CCC(CC1)C(C1=CC=CC=C1)=O (1-(2-chloroethyl)-4-benzoylpiperidine), [Cl-].[Na+] (sodium chloride). The solvent is CN(C)C=O (DMF), CN(C)C=O (DMF). Reaction conditions: temperature 60 celsius, time 1 hour. Yields the product [N+](=O)([O-])C1=CC=C(C(=O)N(C=2C=NC=CC2)CCN2CCC(CC2)C(C2=CC=CC=C2)=O)C=C1 (4-Nitro-N-[2-(4-benzoyl-1-piperidinyl)ethyl]-N-(3-pyridyl)benzamide). The yield is 24.0%. RXN SMILES: [N+:1]([C:4]1[CH:18]=[CH:17][C:7]([C:8]([NH:10][C:11]2[CH:12]=[N:13][CH:14]=[CH:15][CH:16]=2)=[O:9])=[CH:6][CH:5]=1)([O-:3])=[O:2].[H-].[Na+].Cl[CH2:22][CH2:23][N:24]1[CH2:29][CH2:28][CH:27]([C:30](=[O:37])[C:31]2[CH:36]=[CH:35][CH:34]=[CH:33][CH:32]=2)[CH2:26][CH2:25]1.[I-].[Na+].[Cl-].[Na+]>CN(C=O)C>[N+:1]([C:4]1[CH:18]=[CH:17][C:7]([C:8]([N:10]([CH2:22][CH2:23][N:24]2[CH2:25][CH2:26][CH:27]([C:30](=[O:37])[C:31]3[CH:32]=[CH:33][CH:34]=[CH:35][CH:36]=3)[CH2:28][CH2:29]2)[C:11]2[CH:12]=[N:13][CH:14]=[CH:15][CH:16]=2)=[O:9])=[CH:6][CH:5]=1)([O-:3])=[O:2] |f:1.2,4.5,6.7|. Procedure: In an atmosphere of argon, 4-nitro-N-(3-pyridyl)benzamide (973 mg, 4.00 mmol) was dissolved in DMF (10 ml) to which was subsequently added sodium hydride (176 mg, 60%, 4.40 mmol) at room temperature, stirred for 1 hour at 60° C., and added dropwise 1-(2-chloroethyl)-4-benzoylpiperidine (1.38 g, 5.49 mmol) and a catalytically effective amount of a DMF solution (12 ml) of sodium iodide. After 4 hours of stirring at 60° C., the reaction solution was mixed with saturated sodium chloride aqueous solu... The reactants are CCOC(=O)CC#N, O=C1CCN(Cc2ccccc2)CC1, CC(=O)O, CC(=O)[O-], Cc1ccccc1, ClCCl, [NH4+], O. Product: CCOC(=O)C(C#N)=C1CCN(Cc2ccccc2)CC1. RXN SMILES: [C:15](#[N:16])[CH2:17][C:18](=[O:19])[O:20][CH2:21][CH3:22].[CH2:1]([c:2]1[cH:3][cH:4][cH:5][cH:6][cH:7]1)[N:8]1[CH2:9][CH2:10][C:11](=[O:14])[CH2:12][CH2:13]1.[CH3:23][C:24](=[O:25])[OH:26].[CH3:28][C:29](=[O:30])[O-:31].[CH3:32][c:33]1[cH:34][cH:35][cH:36][cH:37][cH:38]1.[Cl:39][CH2:40][Cl:41].[NH4+:27].[OH2:42]>>[CH2:1]([c:2]1[cH:3][cH:4][cH:5][cH:6][cH:7]1)[N:8]1[CH2:9][CH2:10][C:11](=[C:17]([C:15]#[N:16])[C:18](=[O:19])[O:20][CH2:21][CH3:22])[CH2:12][CH2:13]1. Starting materials: C(C)(C)(C)OC(=O)C1(CCC=2N1C(C(=CN2)NC(=O)OCC2=CC=CC=C2)=O)C (3-benzyloxycarbonylamino-6-methyl-4-oxo-4,6,7,8-tetrahydro-pyrrolo[1,2-a]pyrimidine-6-carboxylic acid tert-butyl ester), C(C1=CC=CC=C1)OC(=O)NC1=CN=C2N(C1=O)[C@@H](CC2)C(=O)OC(C)(C)C (tert-butyl (S)-3-{[(benzyloxy)carbonyl]amino}-4-oxo-4,6,7,8-tetrahydropyrrolo[1,2-a]pyrimidine-6-carboxylate), C(C=C)I (allyl iodide). Yields the product C(C)(C)(C)OC(=O)C1(CCC=2N1C(C(=CN2)NC(=O)OCC2=CC=CC=C2)=O)CC=C (6-allyl-3-benzyloxycarbonylamino-4-oxo-4,6,7,8-tetrahydro-pyrrolo[1,2-a]pyrimidine-6-carboxylic acid tert-butyl ester). Isolated yield 55.0%. As a reaction SMILES: [C:1]([O:5][C:6]([C:8]1([CH3:29])[N:12]2[C:13](=[O:28])[C:14]([NH:17][C:18]([O:20][CH2:21][C:22]3[CH:27]=[CH:26][CH:25]=[CH:24][CH:23]=3)=[O:19])=[CH:15][N:16]=[C:11]2[CH2:10][CH2:9]1)=[O:7])([CH3:4])([CH3:3])[CH3:2].[CH2:30](OC(NC1C(=O)N2[C@H](C(OC(C)(C)C)=O)CCC2=NC=1)=O)[C:31]1C=CC=CC=1.C(I)C=C>>[C:1]([O:5][C:6]([C:8]1([CH2:29][CH:30]=[CH2:31])[N:12]2[C:13](=[O:28])[C:14]([NH:17][C:18]([O:20][CH2:21][C:22]3[CH:27]=[CH:26][CH:25]=[CH:24][CH:23]=3)=[O:19])=[CH:15][N:16]=[C:11]2[CH2:10][CH2:9]1)=[O:7])([CH3:4])([CH3:2])[CH3:3]. Reported procedure: According to the procedure for the preparation of intermediate 19a, alkylation of intermediate 1g (250 mg, 0.649 mmol) with allyl iodide afforded 153 mg (55%) of intermediate 20a. MS (ESI) 426.4 (M+H+), 448.4 (M+Na+). Starting materials: C[O-], CS(C)=O, Fc1cccc(Oc2ccc(CCNc3ncnc4nccnc34)cc2)n1, [Na+], O. Yields the product COc1cccc(Oc2ccc(CCNc3ncnc4nccnc34)cc2)n1. As a reaction SMILES: [CH3:28][O-:29].[CH3:32][S:33]([CH3:34])=[O:35].[F:1][c:2]1[cH:3][cH:4][cH:5][c:6]([O:8][c:9]2[cH:10][cH:11][c:12]([CH2:15][CH2:16][NH:17][c:18]3[n:19][cH:20][n:21][c:22]4[n:23][cH:24][cH:25][n:26][c:27]34)[cH:13][cH:14]2)[n:7]1.[Na+:30].[OH2:31]>>[c:2]1([O:29][CH3:28])[cH:3][cH:4][cH:5][c:6]([O:8][c:9]2[cH:10][cH:11][c:12]([CH2:15][CH2:16][NH:17][c:18]3[n:19][cH:20][n:21][c:22]4[n:23][cH:24][cH:25][n:26][c:27]34)[cH:13][cH:14]2)[n:7]1. Reactants: ClN1C(CCC1=O)=O (N-chlorosuccinimide), FC(C(=O)NC1=CC(=C(C=C1)OC1=C2C(=NC=C1)NC=C2)F)(F)F (2,2,2-trifluoro-N-[3-fluoro-4-(1H-pyrrolo[2,3-b]pyridin-4-yloxy)phenyl]acetamide), C([O-])(O)=O.[Na+] (sodium bicarbonate). Run in O1CCCC1 (tetrahydrofuran). Conditions: time 8 hour. Product: ClC1=CNC2=NC=CC(=C21)OC2=C(C=C(C=C2)NC(C(F)(F)F)=O)F (N-{4-[(3-Chloro-1H-pyrrolo[2,3-b]pyridin-4-yl)oxy]-3-fluorophenyl}-2,2,2-trifluoroacetamide). Reaction SMILES: [Cl:1]N1C(=O)CCC1=O.[F:9][C:10]([F:32])([F:31])[C:11]([NH:13][C:14]1[CH:19]=[CH:18][C:17]([O:20][C:21]2[CH:26]=[CH:25][N:24]=[C:23]3[NH:27][CH:28]=[CH:29][C:22]=23)=[C:16]([F:30])[CH:15]=1)=[O:12].C(=O)(O)[O-].[Na+]>O1CCCC1>[Cl:1][C:29]1[C:22]2[C:23](=[N:24][CH:25]=[CH:26][C:21]=2[O:20][C:17]2[CH:18]=[CH:19][C:14]([NH:13][C:11](=[O:12])[C:10]([F:31])([F:9])[F:32])=[CH:15][C:16]=2[F:30])[NH:27][CH:28]=1 |f:2.3|. Reported procedure: 233 mg (1.75 mmol) of N-chlorosuccinimide are added to a solution of 540 mg (1.59 mmol) of 2,2,2-trifluoro-N-[3-fluoro-4-(1H-pyrrolo[2,3-b]pyridin-4-yloxy)phenyl]acetamide in anhydrous tetrahydrofuran (20 ml). The solution is stirred overnight. 20 ml of a saturated sodium bicarbonate solution are added, and the mixture is extracted with ethyl acetate (two times 20 ml). The combined organic phases are washed with a saturated sodium chloride solution. The organic phase is dried over magnesium sulf... The reactants are BrCCC=C (4-bromo-1-butene), [Mg] (magnesium), solution, C[Li] (methyl lithium), [Cl-].[NH4+] (ammonium chloride), IC[C@@H]1CC[C@H](CC1)C#N (trans-4-(iodomethyl)cyclohexanecarbonitrile), steel. Reagents/catalysts: [Cu]I (copper(I) iodide). Solvent: O1CCCC1 (tetrahydrofuran), O1CCCC1 (tetrahydrofuran), O1CCCC1 (tetrahydrofuran), O1CCCC1 (tetrahydrofuran). Run at temperature -78 celsius, time 45 minute. Product: C(CCC=C)[C@@H]1CC[C@H](CC1)C#N (trans-4-(4-pentenyl)cyclohexanecarbonitrile). The yield is 85.0%. As a reaction SMILES: C[Li].Br[CH2:4][CH2:5][CH:6]=[CH2:7].[Mg].I[CH2:10][C@H:11]1[CH2:16][CH2:15][C@H:14]([C:17]#[N:18])[CH2:13][CH2:12]1.[Cl-].[NH4+]>O1CCCC1.[Cu]I>[CH2:10]([C@H:11]1[CH2:16][CH2:15][C@H:14]([C:17]#[N:18])[CH2:13][CH2:12]1)[CH2:7][CH2:6][CH:5]=[CH2:4] |f:4.5|. Procedure: A suspension of 9.14 g of copper(I) iodide in 90 ml of tetrahydrofuran was treated within 5 minutes at -78° C. with 25.7 ml of 1.5M solution of methyl lithium in tetrahydrofuran using a syringe. The suspension was stirred for a further 45 minutes at -78° C., then left to warm to 0° C. and stirred for a further 3 minutes at 0° C. Thereafter, the suspension was again cooled to -78° C. and treated within 5 minutes using a steel cannula with a Grignard solution prepared from 4.56 ml of 4-bromo-1-but...